describe an organic reaction: reactants, conditions, products, and yield From a dataset of the Open Reaction Database (ORD), a public repository of structured organic reaction records. Reactants: [Br-].[Mg+2].[Br-] (magnesium(II) bromide), BrC1=CC(=C(C(=C1)OC)OC)OC (1-bromo-3,4,5-trimethoxybenzene), C1(=CC=CC=C1)S(=O)(=O)C1OC(CC1)OC (2-benzenesulphonyl-5-methoxytetrahydrofuran), C(CCC)[Li] (n-butyllithium), CCCCCC (hexane). The reagents and catalysts are [Br-].[Zn+2].[Br-] (zinc(II) bromide). Run in C1CCOC1 (THF), C1CCOC1 (THF), C1CCOC1 (THF), C1CCOC1 (THF). Run at time 1 hour. Yields the product COC=1C=C(C=C(C1OC)OC)C1OC(CC1)OC (2-(3,4,5-trimethoxyphenyl)-5 -methoxytetrahydrofuran). The yield is 27.3%. Reaction SMILES: Br[C:2]1[CH:7]=[C:6]([O:8][CH3:9])[C:5]([O:10][CH3:11])=[C:4]([O:12][CH3:13])[CH:3]=1.C([Li])CCC.CCCCCC.[Br-].[Mg+2].[Br-].C1(S([CH:37]2[CH2:41][CH2:40][CH:39]([O:42][CH3:43])[O:38]2)(=O)=O)C=CC=CC=1>C1COCC1.[Br-].[Zn+2].[Br-]>[CH3:13][O:12][C:4]1[CH:3]=[C:2]([CH:37]2[CH2:41][CH2:40][CH:39]([O:42][CH3:43])[O:38]2)[CH:7]=[C:6]([O:8][CH3:9])[C:5]=1[O:10][CH3:11] |f:3.4.5,8.9.10|. Procedure details: To stirred solution of 1-bromo-3,4,5-trimethoxybenzene (2.47 g, 10 mmol) in THF (20 ml) at -78° C. was added 2.5M n-butyllithium in hexane (4.4 ml, 11 mmol). After 0.75 h the solution was cannulated into a mixture of 1M zinc(II) bromide in THF (11 ml, 11 mmol) and magnesium(II) bromide etherate (2.86 g, 15 mmol) in THF (10 ml) at -78° C. The resulting mixture was allowed to warm to room temperature over 1 h and then sonicated for 0.4 h. A solution of 2-benzenesulphonyl-5-methoxytetrahydrofuran (...